Task: describe an organic reaction: reactants, conditions, products, and yield. Dataset: the Open Reaction Database (ORD), a public repository of structured organic reaction records Starting materials: Brc1ccc(Br)nc1, CC(C)(C)OC(=O)N1CCC(N)CC1, CN1CCCC1=O, CCN(C(C)C)C(C)C. Product: CC(C)(C)OC(=O)N1CCC(Nc2ccc(Br)cn2)CC1. RXN SMILES: [Br:1][c:2]1[n:3][cH:4][c:5]([Br:8])[cH:6][cH:7]1.[C:9]([CH3:10])([CH3:11])([CH3:12])[O:13][C:14](=[O:15])[N:16]1[CH2:17][CH2:18][CH:19]([NH2:22])[CH2:20][CH2:21]1.[CH3:32][N:33]1[CH2:34][CH2:35][CH2:36][C:37]1=[O:38].[CH:23]([N:24]([CH:25]([CH3:26])[CH3:27])[CH2:28][CH3:29])([CH3:30])[CH3:31]>>[c:2]1([NH:22][CH:19]2[CH2:18][CH2:17][N:16]([C:14]([O:13][C:9]([CH3:10])([CH3:11])[CH3:12])=[O:15])[CH2:21][CH2:20]2)[n:3][cH:4][c:5]([Br:8])[cH:6][cH:7]1. RXN SMILES: [C:29](=[O:30])([O-:31])[OH:32].[Cl:1][c:2]1[c:3]([C:8]2=[CH:9][CH2:10][c:11]3[n:12]([c:22]([CH3:25])[n:23][n:24]3)-[c:13]3[c:14]2[cH:15][c:16]([N+:19]([O-:20])=[O:21])[cH:17][cH:18]3)[cH:4][cH:5][cH:6][cH:7]1.[ClH:34].[Na+:33].[Sn:26]([Cl:27])[Cl:28]>>[Cl:1][c:2]1[c:3]([C:8]2=[CH:9][CH2:10][c:11]3[n:12]([c:22]([CH3:25])[n:23][n:24]3)-[c:13]3[c:14]2[cH:15][c:16]([NH2:19])[cH:17][cH:18]3)[cH:4][cH:5][cH:6][cH:7]1. Reactants: O=C([O-])O, Cc1nnc2n1-c1ccc([N+](=O)[O-])cc1C(c1ccccc1Cl)=CC2, Cl, [Na+], Cl[Sn]Cl. Product: Cc1nnc2n1-c1ccc(N)cc1C(c1ccccc1Cl)=CC2. Reactants: C(C)(C)(C)OP(=O)(OC(C)(C)C)OCC(C)(C1=CC=CC=C1)NC(OCC1=CC=CC=C1)=O (benzyl 1-(di-tert-butoxyphosphoryloxy)-2-phenylpropan-2-ylcarbamate). The reagents and catalysts are [OH-].[OH-].[Pd+2] (palladium hydroxide on carbon). Run in C(C)(=O)OCC (ethyl acetate), CO (methanol). Yields the product P(=O)(OCC(C)(C1=CC=CC=C1)N)(OC(C)(C)C)OC(C)(C)C (2-amino-2-phenylpropyl di-tert-butyl phosphate). Reaction SMILES: [C:1]([O:5][P:6]([O:13][CH2:14][C:15]([NH:23]C(=O)OCC1C=CC=CC=1)([C:17]1[CH:22]=[CH:21][CH:20]=[CH:19][CH:18]=1)[CH3:16])([O:8][C:9]([CH3:12])([CH3:11])[CH3:10])=[O:7])([CH3:4])([CH3:3])[CH3:2]>C(OCC)(=O)C.CO.[OH-].[OH-].[Pd+2]>[P:6]([O:5][C:1]([CH3:4])([CH3:3])[CH3:2])([O:8][C:9]([CH3:11])([CH3:10])[CH3:12])([O:13][CH2:14][C:15]([NH2:23])([C:17]1[CH:22]=[CH:21][CH:20]=[CH:19][CH:18]=1)[CH3:16])=[O:7] |f:3.4.5|. Procedure details: The product of Example 442B (0.10 g, 0.21 mmol) and 20% palladium hydroxide on carbon (0.02 g) in ethyl acetate (1 mL) and methanol (1 mL) was stirred under an atmosphere of hydrogen or 18 hours. The reaction was filtered through a bed of celite and concentrated to give the title compound, which was used without further purification (0.073 g).